From a dataset of the Open Reaction Database (ORD), a public repository of structured organic reaction records. describe an organic reaction: reactants, conditions, products, and yield The reactants are ClC1=CC=C(C=C1)C1=C(C(=C(N1C1=CC=C(C=C1)S(N=CN(C)C)(=O)=O)C)C(=O)N(C)OC)C (5-(4-Chlorophenyl)-1-(4-(N-((dimethylamino)methylene) sulfamoyl)phenyl)-N-methoxy-N,2,4-trimethyl-1H-pyrrole-3-carboxamide), C(C)[Mg]Br (ethyl magnesium bromide). The solvent is C1CCOC1 (THF). Yields the product ClC1=CC=C(C=C1)C=1N(C(=C(C1C)C(CC)=O)C)C1=CC=C(C=C1)S(=O)(=O)N (4-(2-(4-chlorophenyl)-3,5-dimethyl-4-propionyl-1H-pyrrol-1-yl)benzenesulfonamide). Reaction SMILES: [Cl:1][C:2]1[CH:7]=[CH:6][C:5]([C:8]2[N:12]([C:13]3[CH:18]=[CH:17][C:16]([S:19](=[O:26])(=[O:25])[N:20]=CN(C)C)=[CH:15][CH:14]=3)[C:11]([CH3:27])=[C:10]([C:28](N(OC)C)=[O:29])[C:9]=2[CH3:34])=[CH:4][CH:3]=1.[CH2:35]([Mg]Br)[CH3:36]>C1COCC1>[Cl:1][C:2]1[CH:3]=[CH:4][C:5]([C:8]2[N:12]([C:13]3[CH:14]=[CH:15][C:16]([S:19]([NH2:20])(=[O:26])=[O:25])=[CH:17][CH:18]=3)[C:11]([CH3:27])=[C:10]([C:28](=[O:29])[CH2:35][CH3:36])[C:9]=2[CH3:34])=[CH:6][CH:7]=1. Procedure: To a stirred solution of 5-(4-Chlorophenyl)-1-(4-(N-((dimethylamino)methylene) sulfamoyl)phenyl)-N-methoxy-N,2,4-trimethyl-1H-pyrrole-3-carboxamide (step 3, 0.750 g, 1.49 mmol) in anhydrous THF (50 ml) at 0° C., ethyl magnesium bromide (Grignard reagent, 0.994 g, 7.4 ml, 7.46 mmol) was added dropwise and reaction mixture was heated to reflux for 1 h. The completion of reaction was monitored by TLC. After cooling, reaction mixture was quenched by addition of solution of saturated ammonium chlorid... Starting materials: O=C1NC2=C(CCN1C1CCN(CC1)C(=O)O[C@H](CC1=CC(=C(C(=C1)C)O)C)C(=O)O)C=CC=C2 ((R)-2-(4-hydroxy-3,5-dimethyl-phenyl)-1-carboxy-ethyl 4-(2-oxo-1,2,4,5-tetrahydro-1,3-benzodiazepin-3-yl)-piperidine-1-carboxylate), CN1CCN(CC1)C1(CCNCC1)C (1-methyl-4-(4-methyl-piperidin-4-yl)-piperazine). The product is O=C1NC2=C(CCN1C1CCN(CC1)C(=O)O[C@@H](C(=O)N1CCC(CC1)(N1CCN(CC1)C)C)CC1=CC(=C(C(=C1)C)O)C)C=CC=C2 ((R)-1-(4-hydroxy-3,5-dimethyl-benzyl)-2-[4-methyl-4-(4-methyl-piperazin-1-yl)-piperidin-1-yl]-2-oxo-ethyl 4-(2-oxo-1,2,4,5-tetrahydro-1,3-benzodiazepin-3-yl)-piperidine-1-carboxylate). As a reaction SMILES: [O:1]=[C:2]1[N:8]([CH:9]2[CH2:14][CH2:13][N:12]([C:15]([O:17][C@@H:18]([C:29](O)=[O:30])[CH2:19][C:20]3[CH:25]=[C:24]([CH3:26])[C:23]([OH:27])=[C:22]([CH3:28])[CH:21]=3)=[O:16])[CH2:11][CH2:10]2)[CH2:7][CH2:6][C:5]2[CH:32]=[CH:33][CH:34]=[CH:35][C:4]=2[NH:3]1.[CH3:36][N:37]1[CH2:42][CH2:41][N:40]([C:43]2([CH3:49])[CH2:48][CH2:47][NH:46][CH2:45][CH2:44]2)[CH2:39][CH2:38]1>>[O:1]=[C:2]1[N:8]([CH:9]2[CH2:14][CH2:13][N:12]([C:15]([O:17][C@H:18]([CH2:19][C:20]3[CH:21]=[C:22]([CH3:28])[C:23]([OH:27])=[C:24]([CH3:26])[CH:25]=3)[C:29]([N:46]3[CH2:45][CH2:44][C:43]([CH3:49])([N:40]4[CH2:39][CH2:38][N:37]([CH3:36])[CH2:42][CH2:41]4)[CH2:48][CH2:47]3)=[O:30])=[O:16])[CH2:11][CH2:10]2)[CH2:7][CH2:6][C:5]2[CH:32]=[CH:33][CH:34]=[CH:35][C:4]=2[NH:3]1. Reported procedure: Prepared analogously to Example 1i from 80 mg (0.17 mmol) (R)-2-(4-hydroxy-3,5-dimethyl-phenyl)-1-carboxy-ethyl 4-(2-oxo-1,2,4,5-tetrahydro-1,3-benzodiazepin-3-yl)-piperidine-1-carboxylate (Example 1h) and 36 mg (0.18 mmol) 1-methyl-4-(4-methyl-piperidin-4-yl)-piperazine. Starting materials: C(C)(C)(C)OC(=O)NC(C(CC(C1=CC=CC=C1)NC(CCC(C)C)=O)O)CC(C)C (4-t-Butyloxycarbonylamino-3-hydroxy-6-methyl1 -(4-methylvaleryl)amino-1-phenylheptane), Pt. Solvent: C(C)(=O)O (acetic acid). Product: C(C)(C)(C)OC(=O)NC(C(CC(NC(CCC(C)C)=O)C1CCCCC1)O)CC(C)C (4-t-Butyloxycarbonylamino-1-cyclohexyl-3-hydroxy-6-methyl-1-(4-methylvaleryl)aminoheptane). Yield: 76.1%. Reaction SMILES: [C:1]([O:5][C:6]([NH:8][CH:9]([CH2:28][CH:29]([CH3:31])[CH3:30])[CH:10]([OH:27])[CH2:11][CH:12]([NH:19][C:20](=[O:26])[CH2:21][CH2:22][CH:23]([CH3:25])[CH3:24])[C:13]1[CH:18]=[CH:17][CH:16]=[CH:15][CH:14]=1)=[O:7])([CH3:4])([CH3:3])[CH3:2]>C(O)(=O)C>[C:1]([O:5][C:6]([NH:8][CH:9]([CH2:28][CH:29]([CH3:31])[CH3:30])[CH:10]([OH:27])[CH2:11][CH:12]([CH:13]1[CH2:18][CH2:17][CH2:16][CH2:15][CH2:14]1)[NH:19][C:20](=[O:26])[CH2:21][CH2:22][CH:23]([CH3:25])[CH3:24])=[O:7])([CH3:4])([CH3:2])[CH3:3]. Reported procedure: The resultant compound of Example 41 (70.0 mg, 0.161 mmol) in glacial acetic acid (15 mL) was hydrogenated over Pt black (70 mg) for 22 hours. The mixture was filtered, diluted with H2O (50 mL) and brine (50 mL), and extracted with ether (50 mL). The organic phase was washed with water (2×50 mL), saturated K2CO3 (25 mL), and brine (10 mL). Drying (MgSO4) and evaporating gave 54 mg of the desired material. Mass spectrum: (M+H)+ =441. Starting materials: P(=O)(Cl)(Cl)Cl (Phosphorus oxychloride), CC1=C(C=C(C=C1)C)N1N=CC=2C1=NC=NC2O (1-(2,5-dimethylphenyl)-1H-pyrazolo[3,4-d]pyrimidin-4-ol). Reaction conditions: temperature 100 celsius, time 2 hour. Yields the product ClC1=C2C(=NC=N1)N(N=C2)C2=C(C=CC(=C2)C)C (4-Chloro-1-(2,5-dimethylphenyl)-1H-pyrazolo[3,4-d]pyrimidine). The yield is 100.1%. Reaction SMILES: P(Cl)(Cl)([Cl:3])=O.[CH3:6][C:7]1[CH:12]=[CH:11][C:10]([CH3:13])=[CH:9][C:8]=1[N:14]1[C:18]2=[N:19][CH:20]=[N:21][C:22](O)=[C:17]2[CH:16]=[N:15]1>>[Cl:3][C:22]1[N:21]=[CH:20][N:19]=[C:18]2[N:14]([C:8]3[CH:9]=[C:10]([CH3:13])[CH:11]=[CH:12][C:7]=3[CH3:6])[N:15]=[CH:16][C:17]=12. Reported procedure: Phosphorus oxychloride (7.76 mL, 83.24 mmol) was added to 1-(2,5-dimethylphenyl)-1H-pyrazolo[3,4-d]pyrimidin-4-ol (1 g, 4.16 mmol). The resulting solution was stirred at 100° C. for 2 hours. LCMS showed reaction was complete. The reaction mixture was evaporated. Ice/water and then EtOAc were added. The organic layer was separated and the aqueous layer re-extracted with EtOAc. The combined organics were washed with water, dried (MgSO4) and concentrated to give crude product (1.077 g, 100%) which ... Reactants: FC1=C(C(=C(C(=C1F)F)F)F)OC(=O)[C@@H]1OC(=C[C@@H]([C@H]1NC(C)=O)NC(=NC(=O)OC(C)(C)C)NC(=O)OC(C)(C)C)C(=O)OC(C1=CC=CC=C1)C1=CC=CC=C1 ((2R,3R,4S)-3-Acetylamino-4-[2,3-bis(tert-butoxycarbonyl)-guanidino]-3,4-dihydro-2H-pyran-2,6-dicarboxylic acid 6-benzhydryl ester 2-(2,3,4,5,6-pentafluoro-phenyl) ester), C(CC)NCCC (dipropylamine). Solvent: O1CCCC1 (tetrahydrofuran). Run at temperature 23 celsius, time 4 hour. The product is C(C1=CC=CC=C1)(C1=CC=CC=C1)OC(=O)C=1O[C@H]([C@@H]([C@H](C1)NC(=NC(=O)OC(C)(C)C)NC(=O)OC(C)(C)C)NC(C)=O)C(N(CCC)CCC)=O ((4S,5R,6R)-5-Acetylamino-4-[2,3-bis(tert-butoxycarbonyl)guanidino]-6-dipropylcarbamoyl-5,6-dihydro-4H-pyran-2-carboxylic acid benzhydryl ester). RXN SMILES: FC1C(F)=C(F)C(F)=C(F)C=1[O:12][C:13]([C@H:15]1[C@H:20]([NH:21][C:22](=[O:24])[CH3:23])[C@@H:19]([NH:25][C:26]([NH:35][C:36]([O:38][C:39]([CH3:42])([CH3:41])[CH3:40])=[O:37])=[N:27][C:28]([O:30][C:31]([CH3:34])([CH3:33])[CH3:32])=[O:29])[CH:18]=[C:17]([C:43]([O:45][CH:46]([C:53]2[CH:58]=[CH:57][CH:56]=[CH:55][CH:54]=2)[C:47]2[CH:52]=[CH:51][CH:50]=[CH:49][CH:48]=2)=[O:44])[O:16]1)=O.[CH2:59]([NH:62][CH2:63][CH2:64][CH3:65])[CH2:60][CH3:61]>O1CCCC1>[CH:46]([O:45][C:43]([C:17]1[O:16][C@@H:15]([C:13](=[O:12])[N:62]([CH2:63][CH2:64][CH3:65])[CH2:59][CH2:60][CH3:61])[C@H:20]([NH:21][C:22](=[O:24])[CH3:23])[C@@H:19]([NH:25][C:26]([NH:35][C:36]([O:38][C:39]([CH3:41])([CH3:42])[CH3:40])=[O:37])=[N:27][C:28]([O:30][C:31]([CH3:34])([CH3:33])[CH3:32])=[O:29])[CH:18]=1)=[O:44])([C:53]1[CH:58]=[CH:57][CH:56]=[CH:55][CH:54]=1)[C:47]1[CH:48]=[CH:49][CH:50]=[CH:51][CH:52]=1. Procedure: To a solution of (2R,3R,4S)-3-Acetylamino-4-[2,3-bis(tert-butoxycarbonyl)-guanidino]-3,4-dihydro-2H-pyran-2,6-dicarboxylic acid 6-benzhydryl ester 2-(2,3,4,5,6-pentafluoro-phenyl) ester (0.70 g) in dry tetrahydrofuran (5 ml) was added dipropylamine (0.141 g) and the reaction was stirred at 23° C. for 4 hours. The solvent was removed in vacuo and the residue was chromatographed on silica gel (Merck 9385, 50 g) using medium pressure (~4psi) and cyclohexane/ethyl acetate (1:1 v/v) as the eluant. Th... The reactants are O=[N+]([O-])c1ccc(Cl)c(Br)c1, OCCCO, OB(O)c1cccnc1. Yields the product O=[N+]([O-])c1ccc(Cl)c(-c2cccnc2)c1. As a reaction SMILES: [Br:1][c:2]1[cH:3][c:4]([N+:9](=[O:10])[O-:11])[cH:5][cH:6][c:7]1[Cl:8].[CH2:12]([OH:13])[CH2:14][CH2:15][OH:16].[n:17]1[cH:18][c:19]([B:23]([OH:24])[OH:25])[cH:20][cH:21][cH:22]1>>[c:2]1(-[c:19]2[cH:18][n:17][cH:22][cH:21][cH:20]2)[cH:3][c:4]([N+:9](=[O:10])[O-:11])[cH:5][cH:6][c:7]1[Cl:8]. Starting materials: FC(CCCO)(C1=CC=CC=C1)F (4,4-Difluoro-4-phenylbutan-1-ol), BrCCCCCCOCC(CCC1=CC=CC=C1)(F)F ({4-[(6-Bromohexyl)oxy]-3,3-difluorobutyl}benzene). Product: BrCCCCCCOCCCC(F)(F)C1=CC=CC=C1 ({4-[(6-Bromohexyl)oxy]-1,1-difluorobutyl}benzene). As a reaction SMILES: [F:1][C:2]([F:13])([C:7]1[CH:12]=[CH:11][CH:10]=[CH:9][CH:8]=1)[CH2:3][CH2:4][CH2:5][OH:6].[Br:14][CH2:15][CH2:16][CH2:17][CH2:18][CH2:19][CH2:20]OCC(F)(F)CCC1C=CC=CC=1>>[Br:14][CH2:15][CH2:16][CH2:17][CH2:18][CH2:19][CH2:20][O:6][CH2:5][CH2:4][CH2:3][C:2]([C:7]1[CH:12]=[CH:11][CH:10]=[CH:9][CH:8]=1)([F:13])[F:1]. Procedure details: Obtained from Intermediate 22 (0.6 g, 3.22 mmol) by the procedure described in Intermediate 3. The title compound was obtained (1.98 g, 63% purity) as oil. Starting materials: Brc1cccc(-c2ccccc2)c1, C#C[Si](C)(C)C, I[Cu]I. The product is C[Si](C)(C)C#Cc1cccc(-c2ccccc2)c1. Reaction SMILES: [Br:1][c:2]1[cH:3][c:4](-[c:8]2[cH:9][cH:10][cH:11][cH:12][cH:13]2)[cH:5][cH:6][cH:7]1.[C:14](#[CH:15])[Si:16]([CH3:17])([CH3:18])[CH3:19].[Cu:20]([I:21])[I:22]>>[c:2]1([C:15]#[C:14][Si:16]([CH3:17])([CH3:18])[CH3:19])[cH:3][c:4](-[c:8]2[cH:9][cH:10][cH:11][cH:12][cH:13]2)[cH:5][cH:6][cH:7]1.